From a dataset of the Open Reaction Database (ORD), a public repository of structured organic reaction records. describe an organic reaction: reactants, conditions, products, and yield Reported procedure: A suspension of N-[(3-aminophenyl)methyl]-N-[2-(dimethylamino)ethyl]-2,2,2-trifluoroacetamide (61 mg, 0.21 mmol) and N-{3-[3-(2-chloro-4-pyrimidinyl)pyrazolo[1,5-a]pyridin-2-yl]phenyl}-2-(2-thienyl)acetamide (75 mg, 0.17 mmol) (see Example 2, Step B) in i-PrOH (3 mL) was acidified with 3 drops of 12 N HCl and heated in a microwave for 25 min. at 180° C. The reaction mixture was then diluted with DCM, washed with 2 N NaOH, dried over Na2SO4, and adsorbed onto silica gel. The crude product was pur... The solvent is CC(C)O (i-PrOH), C(Cl)Cl (DCM). Reaction conditions: temperature 180 celsius. Isolated yield 66.0%. Product: CN(CCNCC=1C=C(C=CC1)NC1=NC=CC(=N1)C=1C(=NN2C1C=CC=C2)C=2C=C(C=CC2)NC(CC=2SC=CC2)=O)C (N-{3-[3-(2-{[3-({[2-(Dimethylamino)ethyl]amino}methyl)phenyl]amino}-4-pyrimidinyl)pyrazolo[1,5-a]pyridin-2-yl]phenyl}-2-(2-thienyl)acetamide). The reactants are NC=1C=C(C=CC1)CN(C(C(F)(F)F)=O)CCN(C)C (N-[(3-aminophenyl)methyl]-N-[2-(dimethylamino)ethyl]-2,2,2-trifluoroacetamide), O1C=NC=C1C=1C=C(C=CC1)NC1=NC=CC(=N1)C=1C(=NN2C1C=CC=C2)C=2C=C(C=CC2)NC(CC=2SC=CC2)=O (N-{3-[3-(2-{[3-(1,3-Oxazol-5-yl)phenyl]amino}-4-pyrimidinyl)pyrazolo[1,5-a]pyridin-2-yl]phenyl}-2-(2-thienyl)acetamide). Reagents/catalysts: Cl (HCl). Reaction SMILES: [NH2:1][C:2]1[CH:3]=[C:4]([CH2:8][N:9]([CH2:16][CH2:17][N:18]([CH3:20])[CH3:19])C(=O)C(F)(F)F)[CH:5]=[CH:6][CH:7]=1.O1C(C2C=C(N[C:33]3[N:38]=[C:37]([C:39]4[C:40]([C:48]5[CH:49]=[C:50]([NH:54][C:55](=[O:62])[CH2:56][C:57]6[S:58][CH:59]=[CH:60][CH:61]=6)[CH:51]=[CH:52][CH:53]=5)=[N:41][N:42]5[CH:47]=[CH:46][CH:45]=[CH:44][C:43]=45)[CH:36]=[CH:35][N:34]=3)C=CC=2)=CN=C1>CC(O)C.Cl.C(Cl)Cl>[CH3:20][N:18]([CH3:19])[CH2:17][CH2:16][NH:9][CH2:8][C:4]1[CH:3]=[C:2]([NH:1][C:33]2[N:38]=[C:37]([C:39]3[C:40]([C:48]4[CH:49]=[C:50]([NH:54][C:55](=[O:62])[CH2:56][C:57]5[S:58][CH:59]=[CH:60][CH:61]=5)[CH:51]=[CH:52][CH:53]=4)=[N:41][N:42]4[CH:47]=[CH:46][CH:45]=[CH:44][C:43]=34)[CH:36]=[CH:35][N:34]=2)[CH:7]=[CH:6][CH:5]=1. The reactants are CON(C)C(=O)C1(NC(=O)OC(C)(C)C)CC1, C1CCOC1, [Cl-], [NH4+]. Yields the product C#CC(=O)C1(NC(=O)OC(C)(C)C)CC1. Reaction SMILES: [C:1]([CH3:2])([CH3:3])([CH3:4])[O:5][C:6]([NH:7][C:8]1([C:11]([N:12]([O:13][CH3:14])[CH3:15])=[O:16])[CH2:9][CH2:10]1)=[O:17].[CH2:18]1[CH2:19][CH2:22][CH2:21][O:20]1.[Cl-:23].[NH4+:24]>>[C:1]([CH3:2])([CH3:3])([CH3:4])[O:5][C:6]([NH:7][C:8]1([C:11](=[O:16])[C:18]#[CH:19])[CH2:9][CH2:10]1)=[O:17]. Starting materials: CC(C)(C)OC(=O)N1CCOCC1COC(=O)N1CCN(c2ccc(F)cc2)CC1, Cl, C1COCCO1. Product: O=C(OCC1COCCN1)N1CCN(c2ccc(F)cc2)CC1. RXN SMILES: [C:1]([O:2][C:3](=[O:4])[N:8]1[CH:9]([CH2:14][O:15][C:16](=[O:17])[N:18]2[CH2:19][CH2:20][N:21]([c:24]3[cH:25][cH:26][c:27]([F:30])[cH:28][cH:29]3)[CH2:22][CH2:23]2)[CH2:10][O:11][CH2:12][CH2:13]1)([CH3:5])([CH3:6])[CH3:7].[ClH:31].[O:32]1[CH2:33][CH2:34][O:35][CH2:36][CH2:37]1>>[NH:8]1[CH:9]([CH2:14][O:15][C:16](=[O:17])[N:18]2[CH2:19][CH2:20][N:21]([c:24]3[cH:25][cH:26][c:27]([F:30])[cH:28][cH:29]3)[CH2:22][CH2:23]2)[CH2:10][O:11][CH2:12][CH2:13]1. Reactants: FC=1C=C(OCC(CNC(OCC2=CC=CC=C2)=O)O)C=CC1F (rac-Benzyl [3-(3,4-difluorophenoxy)-2-hydroxypropyl]carbamate), C1(NC(C2=CC=CC=C12)=O)=O (1H-isoindole-1,3(2H)-dione). Product: FC=1C=C(OCC(CNC(OCC2=CC=CC=C2)=O)N2C(C3=CC=CC=C3C2=O)=O)C=CC1F (rac-Benzyl [3-(3,4-difluorophenoxy)-2-(1,3-dioxo-1,3-dihydro-2H-isoindol-2-yl)propyl]carbamate). RXN SMILES: [F:1][C:2]1[CH:3]=[C:4]([CH:21]=[CH:22][C:23]=1[F:24])[O:5][CH2:6][CH:7](O)[CH2:8][NH:9][C:10](=[O:19])[O:11][CH2:12][C:13]1[CH:18]=[CH:17][CH:16]=[CH:15][CH:14]=1.[C:25]1(=[O:35])[C:33]2[C:28](=[CH:29][CH:30]=[CH:31][CH:32]=2)[C:27](=[O:34])[NH:26]1>>[F:1][C:2]1[CH:3]=[C:4]([CH:21]=[CH:22][C:23]=1[F:24])[O:5][CH2:6][CH:7]([N:26]1[C:27](=[O:34])[C:28]2[C:33](=[CH:32][CH:31]=[CH:30][CH:29]=2)[C:25]1=[O:35])[CH2:8][NH:9][C:10](=[O:19])[O:11][CH2:12][C:13]1[CH:18]=[CH:17][CH:16]=[CH:15][CH:14]=1. Procedure: 2.2 g of rac-benzyl [3-(3,4-difluorophenoxy)-2-hydroxypropyl]carbamate (Example 135A, 6.5 mmol, 1 equivalent) were reacted with 1.2 g of 1H-isoindole-1,3(2H)-dione (phthalimide, 7.8 mmol, 1.2 equivalents) and worked up analogously to Example 137A. This gave 1.78 g (54% of theory; purity 93%) of the title compound. Reactants: FC(C=1C=C(C=C(C1)C(F)(F)F)C(C(=O)N(C)C=1C=NC(=CC1C1=C(C=C(C=C1)F)C)Cl)(C)C)(F)F (2-[3,5-bis(trifluoromethyl)phenyl]-N-[6-chloro-4-(4-fluoro-2-methylphenyl)-3-pyridinyl]-N,2-dimethylpropanamide), FC(C=1C=C(C=C(C1)C(F)(F)F)C(C(=O)N(C)C=1C=NC(=CC1C1=C(C=C(C=C1)F)C)Cl)(C)C)(F)F (2-[3,5-bis(trifluoromethyl)phenyl]-N-[6-chloro-4-(4-fluoro-2-methylphenyl)-3-pyridinyl]-N,2-dimethylpropanamide), CC(C)(C)OC(=O)N[C@H](C(=O)OC)CC#C (methyl (2S)-2-({[(1,1-dimethylethyl)oxy]carbonyl}amino)-4-pentynoate), CC(C)(C)OC(=O)N[C@H](C(=O)OC)CC#C (methyl (2S)-2-({[(1,1-dimethylethyl)oxy]carbonyl}amino)-4-pentynoate), C1(=CC=CC=C1)P(C1=CC=CC=C1)C1=CC=CC=C1 (triphenylphosphine), C(C)(C)NC(C)C (diisopropylamine). Reagents/catalysts: Cl[Pd]([P](C1=CC=CC=C1)(C2=CC=CC=C2)C3=CC=CC=C3)([P](C4=CC=CC=C4)(C5=CC=CC=C5)C6=CC=CC=C6)Cl (Pd(PPh3)2Cl2), [Cu]I (copper(I) iodide). Solvent: C(C)N(CC)CC (triethylamine). Yields the product FC(C=1C=C(C=C(C1)C(F)(F)F)C(C(=O)N(C=1C(=CC(=NC1)C#CC[C@@H](C(=O)OC)NC(=O)OC(C)(C)C)C1=C(C=C(C=C1)F)C)C)(C)C)(F)F (methyl (2S)-5-[5-[{2-[3,5-bis(trifluoromethyl)phenyl]-2-methylpropanoyl}(methyl)amino]-4-(4-fluoro-2-methylphenyl)-2-pyridinyl]-2-({[(1,1-dimethylethyl)oxy]carbonyl}amino)-4-pentynoate). Yield: 55.2%. As a reaction SMILES: [F:1][C:2]([F:36])([F:35])[C:3]1[CH:4]=[C:5]([C:13]([CH3:34])([CH3:33])[C:14]([N:16]([C:18]2[CH:19]=[N:20][C:21](Cl)=[CH:22][C:23]=2[C:24]2[CH:29]=[CH:28][C:27]([F:30])=[CH:26][C:25]=2[CH3:31])[CH3:17])=[O:15])[CH:6]=[C:7]([C:9]([F:12])([F:11])[F:10])[CH:8]=1.[CH3:37][C:38]([O:41][C:42]([NH:44][C@@H:45]([CH2:50][C:51]#[CH:52])[C:46]([O:48][CH3:49])=[O:47])=[O:43])([CH3:40])[CH3:39].C1(P(C2C=CC=CC=2)C2C=CC=CC=2)C=CC=CC=1.C(NC(C)C)(C)C>C(N(CC)CC)C.Cl[Pd](Cl)([P](C1C=CC=CC=1)(C1C=CC=CC=1)C1C=CC=CC=1)[P](C1C=CC=CC=1)(C1C=CC=CC=1)C1C=CC=CC=1.[Cu]I>[F:1][C:2]([F:36])([F:35])[C:3]1[CH:4]=[C:5]([C:13]([CH3:34])([CH3:33])[C:14]([N:16]([CH3:17])[C:18]2[C:23]([C:24]3[CH:29]=[CH:28][C:27]([F:30])=[CH:26][C:25]=3[CH3:31])=[CH:22][C:21]([C:52]#[C:51][CH2:50][C@H:45]([NH:44][C:42]([O:41][C:38]([CH3:40])([CH3:39])[CH3:37])=[O:43])[C:46]([O:48][CH3:49])=[O:47])=[N:20][CH:19]=2)=[O:15])[CH:6]=[C:7]([C:9]([F:12])([F:11])[F:10])[CH:8]=1 |^1:88,107|. Procedure: A solution of 2-[3,5-bis(trifluoromethyl)phenyl]-N-[6-chloro-4-(4-fluoro-2-methylphenyl)-3-pyridinyl]-N,2-dimethylpropanamide (WO2005/002577 intermediate 4D, 1 g, 1.877 mmol), methyl (2S)-2-({[(1,1-dimethylethyl)oxy]carbonyl}amino)-4-pentynoate (Intermediate 1, 1.279 g, 5.63 mmol), Pd(PPh3)2Cl2 (0.066 g, 0.094 mmol), copper(I) iodide (0.018 g, 0.094 mmol), triphenylphosphine (0.049 g, 0.188 mmol) in triethylamine (2 ml)/diisopropylamine (8 ml) was heated at 100° C. under microwave irradiation fo... The reactants are BrC1=CC(=C(C=C1)S(=O)(=O)NC=1SC=CN1)F (4-bromo-2-fluoro-N-thiazol-2-yl-benzenesulfonamide), CC(C)([O-])C.[Na+] (sodium tert-butoxide), O1CCOCC1 (1,4-dioxane), COC1=C(CN)C=CC(=C1)OC (2,4-Dimethoxybenzylamine). The reagents and catalysts are C=1C=CC(=CC1)/C=C/C(=O)/C=C/C2=CC=CC=C2.C=1C=CC(=CC1)/C=C/C(=O)/C=C/C2=CC=CC=C2.C=1C=CC(=CC1)/C=C/C(=O)/C=C/C2=CC=CC=C2.[Pd].[Pd] (tris(dibenzylideneacetone)dipalladium(0)), CC1(C2=CC=CC(=C2OC=2C(=CC=CC12)P(C1=CC=CC=C1)C1=CC=CC=C1)P(C1=CC=CC=C1)C1=CC=CC=C1)C (9,9-dimethyl-4,5-bis(diphenylphosphino)xanthene). Run at temperature 100 celsius. Product: COC1=C(CNC2=CC(=C(C=C2)S(=O)(=O)NC=2SC=CN2)F)C=CC(=C1)OC (4-(2,4-Dimethoxy-benzylamino)-2-fluoro-N-thiazol-2-yl-benzenesulfonamide). Yield: 79.3%. As a reaction SMILES: Br[C:2]1[CH:7]=[CH:6][C:5]([S:8]([NH:11][C:12]2[S:13][CH:14]=[CH:15][N:16]=2)(=[O:10])=[O:9])=[C:4]([F:17])[CH:3]=1.CC(C)([O-])C.[Na+].O1CCOCC1.[CH3:30][O:31][C:32]1[CH:39]=[C:38]([O:40][CH3:41])[CH:37]=[CH:36][C:33]=1[CH2:34][NH2:35]>C1C=CC(/C=C/C(/C=C/C2C=CC=CC=2)=O)=CC=1.C1C=CC(/C=C/C(/C=C/C2C=CC=CC=2)=O)=CC=1.C1C=CC(/C=C/C(/C=C/C2C=CC=CC=2)=O)=CC=1.[Pd].[Pd].CC1(C)C2C=CC=C(P(C3C=CC=CC=3)C3C=CC=CC=3)C=2OC2C1=CC=CC=2P(C1C=CC=CC=1)C1C=CC=CC=1>[CH3:30][O:31][C:32]1[CH:39]=[C:38]([O:40][CH3:41])[CH:37]=[CH:36][C:33]=1[CH2:34][NH:35][C:2]1[CH:7]=[CH:6][C:5]([S:8]([NH:11][C:12]2[S:13][CH:14]=[CH:15][N:16]=2)(=[O:10])=[O:9])=[C:4]([F:17])[CH:3]=1 |f:1.2,5.6.7.8.9|. Procedure: Into a vial was added the 4-bromo-2-fluoro-N-thiazol-2-yl-benzenesulfonamide (2.60 g, 0.00771 mol), sodium tert-butoxide (1.78 g, 0.0185 mol), 9,9-dimethyl-4,5-bis(diphenylphosphino)xanthene (0.27 g, 0.00046 mol), tris(dibenzylideneacetone)dipalladium(0) (0.14 g, 0.00015 mol) and 1,4-dioxane (24.1 mL, 0.308 mol). Argon was bubbled for 15 minutes. 2,4-Dimethoxybenzylamine (1.40 mL, 0.00925 mol) was added and the reaction mixture was heated at 100° C. overnight. The reaction mixture was cooled to ...